This data is from the Open Reaction Database (ORD), a public repository of structured organic reaction records. The task is: describe an organic reaction: reactants, conditions, products, and yield Reactants: COC([C@H](CC1=CC2=C(O[C@H](CO2)C2=CC=C(C=C2)OCC2=CC(=C(C=C2)Cl)Cl)C=C1)NC(=O)OC(C)(C)C)=O ((S)-2-tert-Butoxycarbonylamino-3-{(S)-2-[4-(3,4-dichloro-benzyloxy)-phenyl]-2,3-dihydro-benzo[1,4]dioxin-6-yl}-propionic acid methyl ester). The reagents and catalysts are [Pd] (Pd on carbon). Solvent: TEA, CO (methanol), C(C)(=O)OCC (ethyl acetate). Product: COC([C@H](CC1=CC2=C(O[C@H](CO2)C2=CC=C(C=C2)O)C=C1)NC(=O)OC(C)(C)C)=O ((S)-2-tert-butoxycarbonylamino-3-[(S)-2-(4-hydroxy-phenyl)-2,3-dihydro-benzo[1,4]dioxin-6-yl]-propionic acid methyl ester). Isolated yield 106.1%. As a reaction SMILES: [CH3:1][O:2][C:3](=[O:40])[C@@H:4]([NH:32][C:33]([O:35][C:36]([CH3:39])([CH3:38])[CH3:37])=[O:34])[CH2:5][C:6]1[CH:31]=[CH:30][C:9]2[O:10][C@@H:11]([C:14]3[CH:19]=[CH:18][C:17]([O:20]CC4C=CC(Cl)=C(Cl)C=4)=[CH:16][CH:15]=3)[CH2:12][O:13][C:8]=2[CH:7]=1>CO.C(OCC)(=O)C.[Pd]>[CH3:1][O:2][C:3](=[O:40])[C@@H:4]([NH:32][C:33]([O:35][C:36]([CH3:38])([CH3:37])[CH3:39])=[O:34])[CH2:5][C:6]1[CH:31]=[CH:30][C:9]2[O:10][C@@H:11]([C:14]3[CH:19]=[CH:18][C:17]([OH:20])=[CH:16][CH:15]=3)[CH2:12][O:13][C:8]=2[CH:7]=1. Reported procedure: (S)-2-tert-Butoxycarbonylamino-3-{(S)-2-[4-(3,4-dichloro-benzyloxy)-phenyl]-2,3-dihydro-benzo[1,4]dioxin-6-yl}-propionic acid methyl ester (310 mg), was subjected to hydrogenation using 10% Pd on carbon (150 mg) in methanol (20 mL), ethyl acetate (10 mL) and TEA (1 mL) as described in General Procedure Q furnished (S)-2-tert-butoxycarbonylamino-3-[(S)-2-(4-hydroxy-phenyl)-2,3-dihydro-benzo[1,4]dioxin-6-yl]-propionic acid methyl ester (240 mg). LCMS (m/z): 431. Starting materials: BrC1=NC=CC=N1 (2-bromopyrimidine), NCCCN (1,3-diaminopropane), [O-]CC.[Na+] (sodium ethoxide). Run in C(C)O (ethanol). Product: NCCCNC1=NC=CC=N1 (2-(3-aminopropylamino)pyrimidine). RXN SMILES: Br[C:2]1[N:7]=[CH:6][CH:5]=[CH:4][N:3]=1.[NH2:8][CH2:9][CH2:10][CH2:11][NH2:12].[O-]CC.[Na+]>C(O)C>[NH2:8][CH2:9][CH2:10][CH2:11][NH:12][C:2]1[N:7]=[CH:6][CH:5]=[CH:4][N:3]=1 |f:2.3|. Procedure details: Reaction of 2-bromopyrimidine with 1,3-diaminopropane in ethanol containing sodium ethoxide gives 2-(3-aminopropylamino)pyrimidine which on reaction with methyl isothiocyanate results in the production of N-methyl-N'-[3-(2-pyrimidylamino)propyl]thiourea. The reactants are COC1=CC=C(CS\C(=C/C(=O)OC)\C2=CC=CC=C2)C=C1 (methyl Z-3-(4'-methoxybenzylthio)-3-phenyl-2-propenoate), CC(C)([O-])C.[K+] (Potassium tert-butoxide). Solvent: C1CCOC1 (THF), C1CCOC1 (THF), C1CCOC1 (THF). Run at temperature 25 celsius, time 1 hour. The product is OC1=C(SC(=C1)C1=CC=CC=C1)C1=CC=C(C=C1)OC (3-hydroxy-2-(4'-methoxyphenyl)-5-phenylthiophene), off-white crystals. As a reaction SMILES: CC(C)([O-])C.[K+].[CH3:7][O:8][C:9]1[CH:28]=[CH:27][C:12]([CH2:13][S:14]/[C:15](/[C:21]2[CH:26]=[CH:25][CH:24]=[CH:23][CH:22]=2)=[CH:16]\[C:17]([O:19]C)=O)=[CH:11][CH:10]=1>C1COCC1>[OH:19][C:17]1[CH:16]=[C:15]([C:21]2[CH:26]=[CH:25][CH:24]=[CH:23][CH:22]=2)[S:14][C:13]=1[C:12]1[CH:11]=[CH:10][C:9]([O:8][CH3:7])=[CH:28][CH:27]=1 |f:0.1|. Procedure details: Potassium tert-butoxide (2.11 g, 18.8 mmol) was dissolved in 30 mL of THF at 25° C. A solution of crude methyl Z-3-(4'-methoxybenzylthio)-3-phenyl-2-propenoate (2.00 g, 6.36 mmol) in 10 mL of THF was added over 5-10 minutes. An additional 2×2 mL of THF was used to rinse the starting material into the reaction. After stirring an additional 1 hour at 25° C., the reaction was quenched with 1.5 mL of glacial acetic acid and poured into 100 mL of ethyl acetate. After washing successively with 50 mL o... Reactants: ClC=1C=C(C=CC1)C(CCCCN1CCC(CC1)C=1C=C(C=CC1)NC(C(C)C)=O)=O (N-(3-{1-[5-(3-chlorophenyl)-5-oxopentyl]-4-piperidinyl}phenyl)-2-methylpropanamide), CN(N)C1=CC=CC=C1 (1-methyl-1-phenylhydrazine). The product is ClC=1C=C(C=CC1)C=1N(C2=CC=CC=C2C1CCCN1CCC(CC1)C=1C=C(C=CC1)NC(C(C)C)=O)C (N-[3-(1-{3-[2-(3-CHLOROPHENYL)-1-METHYL-1H-INDOL-3-YL]PROPYL}-4-PIPERIDINYL)PHENYL]-2-METHYLPROPANAMIDE). Reaction SMILES: [Cl:1][C:2]1[CH:3]=[C:4]([C:8](=O)[CH2:9][CH2:10][CH2:11][CH2:12][N:13]2[CH2:18][CH2:17][CH:16]([C:19]3[CH:20]=[C:21]([NH:25][C:26](=[O:30])[CH:27]([CH3:29])[CH3:28])[CH:22]=[CH:23][CH:24]=3)[CH2:15][CH2:14]2)[CH:5]=[CH:6][CH:7]=1.[CH3:32][N:33]([C:35]1[CH:40]=[CH:39][CH:38]=[CH:37][CH:36]=1)N>>[Cl:1][C:2]1[CH:3]=[C:4]([C:8]2[N:33]([CH3:32])[C:35]3[C:40]([C:9]=2[CH2:10][CH2:11][CH2:12][N:13]2[CH2:18][CH2:17][CH:16]([C:19]4[CH:20]=[C:21]([NH:25][C:26](=[O:30])[CH:27]([CH3:29])[CH3:28])[CH:22]=[CH:23][CH:24]=4)[CH2:15][CH2:14]2)=[CH:39][CH:38]=[CH:37][CH:36]=3)[CH:5]=[CH:6][CH:7]=1. Procedure: Prepared by Procedure E and Scheme M using N-(3-{1-[5-(3-chlorophenyl)-5-oxopentyl]-4-piperidinyl}phenyl)-2-methylpropanamide and 1-methyl-1-phenylhydrazine: ESMS m/e: 528.2 (M+H)+. The reactants are C1CCOC1, CC(C)OC(=O)N=NC(=O)OC(C)C, OC1CCCCC1, CC1(C)OC(=O)c2c(O)cccc2O1, c1ccc(P(c2ccccc2)c2ccccc2)cc1. Product: CC1(C)OC(=O)c2c(OC3CCCCC3)cccc2O1. Reaction SMILES: [CH2:55]1[O:56][CH2:57][CH2:58][CH2:59]1.[O:41]=[C:42]([O:43][CH:44]([CH3:45])[CH3:46])[N:47]=[N:48][C:49]([O:50][CH:51]([CH3:52])[CH3:53])=[O:54].[OH:15][CH:16]1[CH2:17][CH2:18][CH2:19][CH2:20][CH2:21]1.[OH:1][c:2]1[cH:3][cH:4][cH:5][c:6]2[c:7]1[C:8](=[O:14])[O:9][C:10]([CH3:12])([CH3:13])[O:11]2.[c:22]1([P:23]([c:24]2[cH:25][cH:26][cH:27][cH:28][cH:29]2)[c:30]2[cH:31][cH:32][cH:33][cH:34][cH:35]2)[cH:36][cH:37][cH:38][cH:39][cH:40]1>>[O:1]([c:2]1[cH:3][cH:4][cH:5][c:6]2[c:7]1[C:8](=[O:14])[O:9][C:10]([CH3:12])([CH3:13])[O:11]2)[CH:16]1[CH2:17][CH2:18][CH2:19][CH2:20][CH2:21]1. The reactants are C([O-])([O-])=O.[K+].[K+] (Potassium carbonate), COC1=C(C=C(C#N)C=C1)OCCCN1CCOCC1 (4-methoxy-3-(3-morpholine-4-yl-propoxy)-benzonitrile), BrC(C)C (2-Bromopropane). Solvent: CN(C=O)C (dimethylformamide). Run at temperature 85 celsius, time 3 hour. The product is COC1=C(C=C(C#N)C=C1)C(C)C (4-methoxy-3-(isopropyl)-benzonitrile). Reaction SMILES: C(=O)([O-])[O-].[K+].[K+].[CH3:7][O:8][C:9]1[CH:16]=[CH:15][C:12]([C:13]#[N:14])=[CH:11][C:10]=1OCCCN1CCOCC1.Br[CH:28]([CH3:30])[CH3:29]>CN(C)C=O>[CH3:7][O:8][C:9]1[CH:16]=[CH:15][C:12]([C:13]#[N:14])=[CH:11][C:10]=1[CH:28]([CH3:30])[CH3:29] |f:0.1.2|. Procedure: 8 g Potassium carbonate and 2.7 g 3-hydroxy-4-methoxybenzonitrile (for synthesis see Example 47) was dissolved in 25 mL dimethylformamide. 2.15 mL 2-Bromopropane was added and the mixture stirred at 85° C. for 3 h. The mixture was concentrated, diluted in ethyl acetate and washed with water (×2) and saturated sodium chloride solution, dried over magnesium sulfate and concentrated. The reactants are P(Br)(Br)Br (phosphorous tribromide), NC=1C=C(/C=C/C=2SC3=C(N2)C=CC=C3)C=CC1OC (2-(trans-3-amino-4-methoxystyryl)benzothiazole), C(O)([O-])=O.[Na+] (sodium hydrogen carbonate). Solvent: ClCCl (dichloromethane). Conditions: time 8 hour. Product: NC=1C=C(/C=C/C=2SC3=C(N2)C=CC=C3)C=CC1O (2-(trans-3-amino-4-hydroxystyryl) benzothiazole). Yield: 97.0%. RXN SMILES: [NH2:1][C:2]1[CH:3]=[C:4]([CH:16]=[CH:17][C:18]=1[O:19]C)/[CH:5]=[CH:6]/[C:7]1[S:8][C:9]2[CH:15]=[CH:14][CH:13]=[CH:12][C:10]=2[N:11]=1.P(Br)(Br)Br.C(=O)([O-])O.[Na+]>ClCCl>[NH2:1][C:2]1[CH:3]=[C:4]([CH:16]=[CH:17][C:18]=1[OH:19])/[CH:5]=[CH:6]/[C:7]1[S:8][C:9]2[CH:15]=[CH:14][CH:13]=[CH:12][C:10]=2[N:11]=1 |f:2.3|. Procedure: To a solution of 282 mg of 2-(trans-3-amino-4-methoxystyryl)benzothiazole dissolved in 30 ml of dichloromethane was added 380 mg of phosphorous tribromide at 70° C., and the mixture was gradually returned to room temperature and stirred overnight. After an aqueous saturated sodium hydrogen carbonate solution was added to the reaction mixture to make it weakly alkaline, the mixture was extracted with ethyl acetate. The extract was dried over anhydrous magnesium sulfate and the solvent was evapora... Starting materials: ClC1=NC(=NC(=N1)Cl)NC1CCC(CC1)O (4-(4,6-Dichloro-[1,3,5]triazin-2-ylamino)-cyclohexanol), C1(CCCCCC1)N (cycloheptylamine), [OH-].[Na+] (NaOH), O (water). Solvent: CC(=O)C (acetone), CC(=O)C (acetone). Yields the product [OH-].[NH4+] (ammonium hydroxide), ClC1=NC(=NC(=N1)NC1CCCCCC1)NC1CCC(CC1)O (4-(4-Chloro-6-cycloheptylamino-[1,3,5]triazin-2-ylamino)-cyclohexanol). Reaction SMILES: Cl[C:2]1[N:7]=[C:6]([Cl:8])[N:5]=[C:4]([NH:9][CH:10]2[CH2:15][CH2:14][CH:13]([OH:16])[CH2:12][CH2:11]2)[N:3]=1.[CH:17]1([NH2:24])[CH2:23][CH2:22][CH2:21][CH2:20][CH2:19][CH2:18]1.[OH-].[Na+].O>CC(C)=O>[OH-:16].[NH4+:3].[Cl:8][C:6]1[N:7]=[C:2]([NH:24][CH:17]2[CH2:23][CH2:22][CH2:21][CH2:20][CH2:19][CH2:18]2)[N:3]=[C:4]([NH:9][CH:10]2[CH2:15][CH2:14][CH:13]([OH:16])[CH2:12][CH2:11]2)[N:5]=1 |f:2.3,6.7|. Procedure: To 155a (1.0003 g, 3.8 mmol) dissolved in acetone (20 mL) was added a solution of cycloheptylamine (0.5 mL, 3.8 mmol) in acetone (5 mL) followed by addition of 2.5 N NaOH (1.5 mL, 3.8 mmol) and water (4 mL). The reaction mixture was allowed to stir at reflux for 3 hours under nitrogen. The reaction mixture was extracted 3 times with dichloromethane; the combined organic layers were washed with brine and dried over sodium sulfate. The filtered sample was concentrated on the rotary evaporator and ... Reactants: ClCCl (dichloromethane), C([O-])(O)=O.[Na+] (sodium bicarbonate), ClC1=NC=C(C(=N1)Cl)[N+](=O)[O-] (2,4-dichloro-5-nitro-pyrimidine), C(C)(C)N[C@H](C(=O)OC)CC (methyl (2S)-2-(isopropylamino)butanoate). Run in C1CCCCC1 (cyclohexane). Conditions: temperature 85 celsius, time 2.5 hour. The product is ClC1=NC=C(C(=N1)N([C@H](C(=O)OC)CC)C(C)C)[N+](=O)[O-] (methyl (2S)-2-[(2-chloro-5-nitro-pyrimidin-4-yl)-isopropyl-amino]butanoate). The yield is 41.1%. As a reaction SMILES: [CH:1]([NH:4][C@@H:5]([CH2:10][CH3:11])[C:6]([O:8][CH3:9])=[O:7])([CH3:3])[CH3:2].C(=O)(O)[O-].[Na+].[Cl:17][C:18]1[N:23]=[C:22](Cl)[C:21]([N+:25]([O-:27])=[O:26])=[CH:20][N:19]=1.ClCCl>C1CCCCC1>[Cl:17][C:18]1[N:23]=[C:22]([N:4]([CH:1]([CH3:3])[CH3:2])[C@@H:5]([CH2:10][CH3:11])[C:6]([O:8][CH3:9])=[O:7])[C:21]([N+:25]([O-:27])=[O:26])=[CH:20][N:19]=1 |f:1.2|. Procedure details: Methyl (2S)-2-(isopropylamino)butanoate 43a (10.75 g, 67.50 mmol) was dissolved in 180 mL of cyclohexane followed by the addition of sodium bicarbonate (22.68 g, 0.27 mol) and 2,4-dichloro-5-nitro-pyrimidine (15.71 g, 0.081 mol) successively, the reaction mixture was heated to 85° C. and stirred for 2.5 hours. The resulting mixture was cooled down to room temperature, added with 200 mL of dichloromethane, then dried over anhydrous magnesium sulfate, filtered and the filtrate was concentrated und...